The task is: describe an organic reaction: reactants, conditions, products, and yield. This data is from the Open Reaction Database (ORD), a public repository of structured organic reaction records. Reactants: N1(N=NC=C1)CCNC1=NC=C(C(=N1)[C@H](CC1=CC(=CC(=C1)F)F)NC(CN1N=C(C=2C(CCC(C12)(F)F)(F)F)C(F)F)=O)C=1C=CC(=C(C(=O)N)C1)F ((S)-5-(2-((2-(1H-1,2,3-triazol-1-yl)ethyl)amino)-4-(1-(2-(3-(difluoromethyl)-4,4,7,7-tetrafluoro-4,5,6,7-tetrahydro-1H-indazol-1-yl)acetamido)-2-(3,5-difluorophenyl)ethyl)pyrimidin-5-yl)-2-fluorobenzamide), N1(CCCC1)CCN (2-(pyrrolidin-1-yl)ethanamine), BrC=1C(=NC(=NC1)S(=O)(=O)C)[C@H](CC1=CC(=CC(=C1)F)F)NC(OC(C)(C)C)=O ((S)-tert-butyl (1-(5-bromo-2-(methylsulfonyl)pyrimidin-4-yl)-2-(3,5-difluorophenyl)ethyl)carbamate). Yields the product FC(C1=NN(C=2C(CCC(C12)(F)F)(F)F)CC(=O)N[C@@H](CC1=CC(=CC(=C1)F)F)C1=NC(=NC=C1C=1C=CC(=C(C(=O)N)C1)F)NCCN1CCCC1)F ((S)-5-(4-(1-(2-(3-(difluoromethyl)-4,4,7,7-tetrafluoro-4,5,6,7-tetrahydro-1H-indazol-1-yl)acetamido)-2-(3,5-difluorophenyl)ethyl)-2-((2-(pyrrolidin-1-yl)ethyl)amino)pyrimidin-5-yl)-2-fluorobenzamide). RXN SMILES: [N:1]1([CH2:6][CH2:7][NH:8][C:9]2[N:14]=[C:13]([C@@H:15]([NH:25][C:26](=[O:44])[CH2:27][N:28]3[C:36]4[C:35]([F:38])([F:37])[CH2:34][CH2:33][C:32]([F:40])([F:39])[C:31]=4[C:30]([CH:41]([F:43])[F:42])=[N:29]3)[CH2:16][C:17]3[CH:22]=[C:21]([F:23])[CH:20]=[C:19]([F:24])[CH:18]=3)[C:12]([C:45]3[CH:46]=[CH:47][C:48]([F:54])=[C:49]([CH:53]=3)[C:50]([NH2:52])=[O:51])=[CH:11][N:10]=2)[CH:5]=[CH:4]N=N1.N1(CCN)CC[CH2:57][CH2:56]1.BrC1C([C@@H](NC(=O)OC(C)(C)C)CC2C=C(F)C=C(F)C=2)=NC(S(C)(=O)=O)=NC=1>>[F:42][CH:41]([F:43])[C:30]1[C:31]2[C:32]([F:39])([F:40])[CH2:33][CH2:34][C:35]([F:38])([F:37])[C:36]=2[N:28]([CH2:27][C:26]([NH:25][C@H:15]([C:13]2[C:12]([C:45]3[CH:46]=[CH:47][C:48]([F:54])=[C:49]([CH:53]=3)[C:50]([NH2:52])=[O:51])=[CH:11][N:10]=[C:9]([NH:8][CH2:7][CH2:6][N:1]3[CH2:57][CH2:56][CH2:4][CH2:5]3)[N:14]=2)[CH2:16][C:17]2[CH:18]=[C:19]([F:24])[CH:20]=[C:21]([F:23])[CH:22]=2)=[O:44])[N:29]=1. Procedure details: The title compound (27) was prepared according to the method presented for the synthesis of compound 23F of Example 23 starting with 2-(pyrrolidin-1-yl)ethanamine and 23B. 1H NMR (400 MHz, CD3OD) δ 8.67 (d, J=7.8 Hz, 1H), 8.05 (s, 1H), 7.41-7.23 (m, 2H), 7.13 (dd, J=10.7, 8.5 Hz, 1H), 6.95-6.48 (m, 2H), 6.35 (d, J=6.2 Hz, 2H), 5.15 (m, 1H), 4.95 (q, J=16.7 Hz, 2H), 3.74 (m, 4H), 3.43 (m, 2H), 3.11 (m, 2H), 3.00-2.88 (m, 2H), 2.70-2.28 (m, 4H), 2.13-1.89 (m, 4H). MS (m/z) 769.29 [M+H]+. Reactants: CSC(=Nc1ccccc1)N1CCc2nc(C(=O)Nc3ccccc3NC(=O)OC(C)(C)C)sc2C1, CN, Cl, CN(C)C=O. The product is CNC(=Nc1ccccc1)N1CCc2nc(C(=O)Nc3ccccc3NC(=O)OC(C)(C)C)sc2C1. Reaction SMILES: [C:1]([CH3:2])([CH3:3])([CH3:4])[O:5][C:6](=[O:7])[NH:8][c:9]1[c:10]([NH:15][C:16](=[O:17])[c:18]2[s:19][c:20]3[c:25]([n:26]2)[CH2:24][CH2:23][N:22]([C:27](=[N:28][c:29]2[cH:30][cH:31][cH:32][cH:33][cH:34]2)[S:35][CH3:36])[CH2:21]3)[cH:11][cH:12][cH:13][cH:14]1.[CH3:37][NH2:38].[ClH:39].[O:40]=[CH:41][N:42]([CH3:43])[CH3:44]>>[C:1]([CH3:2])([CH3:3])([CH3:4])[O:5][C:6](=[O:7])[NH:8][c:9]1[c:10]([NH:15][C:16](=[O:17])[c:18]2[s:19][c:20]3[c:25]([n:26]2)[CH2:24][CH2:23][N:22]([C:27](=[N:28][c:29]2[cH:30][cH:31][cH:32][cH:33][cH:34]2)[NH:38][CH3:37])[CH2:21]3)[cH:11][cH:12][cH:13][cH:14]1. Reactants: CCOCC, [Cl-], Clc1ccc(-c2ccccc2)cn1, O=[N+]([O-])O, N, [NH4+], [Na], O, O, O, O, O, O. Yields the product Nc1ccc(-c2ccccc2)cn1. Reaction SMILES: [CH3:28][CH2:29][O:30][CH2:31][CH3:32].[Cl-:26].[Cl:1][c:2]1[n:3][cH:4][c:5](-[c:8]2[cH:9][cH:10][cH:11][cH:12][cH:13]2)[cH:6][cH:7]1.[N+:22]([O-:23])([OH:24])=[O:25].[NH3:15].[NH4+:27].[Na:14].[OH2:16].[OH2:17].[OH2:18].[OH2:19].[OH2:20].[OH2:21]>>[c:2]1([NH2:22])[n:3][cH:4][c:5](-[c:8]2[cH:9][cH:10][cH:11][cH:12][cH:13]2)[cH:6][cH:7]1. Reactants: ( 7 ), BrC1=C(C=C(C=C1)Cl)C (1-bromo-2-methyl-4-chlorobenzene), C1CC(=O)N(C1=O)Br (NBS), C(C1=CC=CC=C1)(=O)OOC(C1=CC=CC=C1)=O (benzoyl peroxide). Run in C(Cl)(Cl)(Cl)Cl (CCl4). Product: BrC1=C(C=C(C=C1)Cl)CBr (1-bromo-2-(bromomethyl)-4-chlorobenzene). Isolated yield 45.0%. RXN SMILES: [Br:1][C:2]1[CH:7]=[CH:6][C:5]([Cl:8])=[CH:4][C:3]=1[CH3:9].C1C(=O)N([Br:17])C(=O)C1.C(OOC(=O)C1C=CC=CC=1)(=O)C1C=CC=CC=1>C(Cl)(Cl)(Cl)Cl>[Br:1][C:2]1[CH:7]=[CH:6][C:5]([Cl:8])=[CH:4][C:3]=1[CH2:9][Br:17]. Procedure: 1-bromo-2-(bromomethyl)-4-chlorobenzene was prepared according to literature precedent (J. Am. Chem. Soc. 2002, 124 (7), 1354): a suspension of 1-bromo-2-methyl-4-chlorobenzene (1 eq), NBS (1 eq) and benzoyl peroxide (0.004 eq) in CCl4 (0.7 M) was heated at reflux for 4 h. The reaction was then filtered whilst hot and the volatiles reduced in vacuo. PE was added, and the resultant precipitate filtered off and dried in vacuo to afford the title compound (45%). Reported procedure: To a solution of 4-chloro-benzylamine (1 eq.) in MeCN was added bromo-acetic acid methyl ester (1 eq.), K2CO3 (1.5 eq.) and KI (0.1 eq.). The reaction was stirred for 15 h at 20° C. The crude was concentrated under reduced pressure then partitioned between water and EtOAc. The organic layer was dried over MgSO4, filtered and concentrated under reduced pressure. The crude was purified by chromatography on silica gel (elution with heptane/EtOAc: 1/0 to 8/2) to afford (4-chloro-benzylamino)-acetic ... Solvent: CC#N (MeCN). As a reaction SMILES: [Cl:1][C:2]1[CH:9]=[CH:8][C:5]([CH2:6][NH2:7])=[CH:4][CH:3]=1.[CH3:10][O:11][C:12](=[O:15])[CH2:13]Br.C([O-])([O-])=O.[K+].[K+]>CC#N>[CH3:10][O:11][C:12](=[O:15])[CH2:13][NH:7][CH2:6][C:5]1[CH:8]=[CH:9][C:2]([Cl:1])=[CH:3][CH:4]=1 |f:2.3.4|. Starting materials: ClC1=CC=C(CN)C=C1 (4-chloro-benzylamine), COC(CBr)=O (bromo-acetic acid methyl ester), C(=O)([O-])[O-].[K+].[K+] (K2CO3). Reaction conditions: temperature 20 celsius, time 15 hour. The product is COC(CNCC1=CC=C(C=C1)Cl)=O ((4-chloro-benzylamino)-acetic acid methyl ester). The reactants are solution, Cl (hydrochloric acid), [H-].[Al+3].[Li+].[H-].[H-].[H-] (lithium aluminum hydride), N(=O)N1CCSC2=C1C=CC=C2 (4-nitroso-3,4-dihydro-2H-1,4-benzothiazine), hydrated sodium sulfate. Run in CCOC(=O)C (EtOAc), C(C)(=O)OCC (ethyl acetate), hexanes, C1CCOC1 (THF), C1CCOC1 (THF). Conditions: time 4 hour. Product: Cl.S1CCN(C2=C1C=CC=C2)N (2,3-dihydro-4H-1,4-benzothiazin-4-amine hydrochloride). Yield: 73.0%. RXN SMILES: [H-].[Al+3].[Li+].[H-].[H-].[H-].[N:7]([N:9]1[C:14]2[CH:15]=[CH:16][CH:17]=[CH:18][C:13]=2[S:12][CH2:11][CH2:10]1)=O.[ClH:19]>C1COCC1.CCOC(C)=O>[ClH:19].[S:12]1[C:13]2[CH:18]=[CH:17][CH:16]=[CH:15][C:14]=2[N:9]([NH2:7])[CH2:10][CH2:11]1 |f:0.1.2.3.4.5,10.11|. Procedure details: To a solution of lithium aluminum hydride in THF (1 M) (331 mL, 331 mmol) was added 4-nitroso-3,4-dihydro-2H-1,4-benzothiazine (59.6 g, 330.8 mmol) in 150 mL of THF at −15° C. over 2 hours under nitrogen atmosphere. After the addition, the mixture was slowly warmed to room temperature. After 4 hours, the reaction was complete (TLC, 70:30 hexanes, ethyl acetate) and hydrated sodium sulfate (approximately 150 g) was added carefully until bubbling ceased. The resulting slurry mixture was filtered a... Reported procedure: A solution of 2.58 g of 3-acetoxymethyl-2-carboethoxy-N-(1,1-dimethylethyl)benzenesulfonamide in 25 mL of trifluoroacetic acid was stirred at room temperature overnight. Removal of the solvent on the rotovap followed by trituration with n-butyl chloride provided 2.0 g of a white solid, m.p. 98°-100° C. Isolated yield 92.0%. Reactants: C(C)(=O)OCC=1C(=C(C=CC1)S(=O)(=O)NC(C)(C)C)C(=O)OCC (3-acetoxymethyl-2-carboethoxy-N-(1,1-dimethylethyl)benzenesulfonamide). As a reaction SMILES: [C:1]([O:4][CH2:5][C:6]1[C:7]([C:20]([O:22][CH2:23][CH3:24])=[O:21])=[C:8]([S:12]([NH:15]C(C)(C)C)(=[O:14])=[O:13])[CH:9]=[CH:10][CH:11]=1)(=[O:3])[CH3:2]>FC(F)(F)C(O)=O>[C:1]([O:4][CH2:5][C:6]1[C:7]([C:20]([O:22][CH2:23][CH3:24])=[O:21])=[C:8]([S:12]([NH2:15])(=[O:13])=[O:14])[CH:9]=[CH:10][CH:11]=1)(=[O:3])[CH3:2]. Product: C(C)(=O)OCC=1C(=C(C=CC1)S(=O)(=O)N)C(=O)OCC (3-Acetoxymethyl-2-carboethoxybenzenesulfonamide). The solvent is FC(C(=O)O)(F)F (trifluoroacetic acid).